From a dataset of the Open Reaction Database (ORD), a public repository of structured organic reaction records. describe an organic reaction: reactants, conditions, products, and yield The reactants are ClCCl, O=CC1=C(Cl)C2CCC1C2, CCOC(=O)C=P(c1ccccc1)(c1ccccc1)c1ccccc1. Product: CCOC(=O)C=CC1=C(Cl)C2CCC1C2. As a reaction SMILES: [CH2:36]([Cl:37])[Cl:38].[Cl:1][C:2]1=[C:3]([CH:9]=[O:10])[CH:4]2[CH2:5][CH2:6][CH:7]1[CH2:8]2.[c:11]1([P:12]([c:13]2[cH:14][cH:15][cH:16][cH:17][cH:24]2)(=[CH:18][C:19](=[O:20])[O:21][CH2:22][CH3:23])[c:25]2[cH:26][cH:27][cH:28][cH:29][cH:30]2)[cH:31][cH:32][cH:33][cH:34][cH:35]1>>[Cl:1][C:2]1=[C:3]([CH:9]=[CH:18][C:19](=[O:20])[O:21][CH2:22][CH3:23])[CH:4]2[CH2:5][CH2:6][CH:7]1[CH2:8]2. As a reaction SMILES: [CH3:1][S:2][c:3]1[n:4][c:5]([O:23][CH2:24][C:25]([F:26])([F:27])[F:28])[c:6]([C:21]#[N:22])[c:7]([N:9]2[CH2:10][CH2:11][CH:12]([c:15]3[cH:16][cH:17][cH:18][cH:19][cH:20]3)[CH2:13][CH2:14]2)[n:8]1.[CH3:40][S:41]([c:42]1[n:43][c:44]([N:45]2[CH2:46][CH2:47][CH:48]([c:49]3[cH:50][cH:51][cH:52][cH:53][cH:54]3)[CH2:55][CH2:56]2)[c:57]([C:58]#[N:59])[c:60]([O:61][CH2:62][C:63]([F:64])([F:65])[F:66])[n:67]1)(=[O:68])=[O:69].[Cl:29][c:30]1[cH:31][cH:32][cH:33][c:34]([C:35]([O:36][OH:37])=[O:38])[cH:39]1.[O:78]1[CH2:79][CH2:80][O:81][CH2:82][CH2:83]1.[cH:70]1[c:71]([CH2:76][NH2:77])[cH:72][cH:73][cH:74][n:75]1>>[c:3]1([NH:77][CH2:76][c:71]2[cH:70][n:75][cH:74][cH:73][cH:72]2)[n:4][c:5]([O:23][CH2:24][C:25]([F:26])([F:27])[F:28])[c:6]([C:21]#[N:22])[c:7]([N:9]2[CH2:10][CH2:11][CH:12]([c:15]3[cH:16][cH:17][cH:18][cH:19][cH:20]3)[CH2:13][CH2:14]2)[n:8]1. Product: N#Cc1c(OCC(F)(F)F)nc(NCc2cccnc2)nc1N1CCC(c2ccccc2)CC1. Reactants: CSc1nc(OCC(F)(F)F)c(C#N)c(N2CCC(c3ccccc3)CC2)n1, CS(=O)(=O)c1nc(OCC(F)(F)F)c(C#N)c(N2CCC(c3ccccc3)CC2)n1, O=C(OO)c1cccc(Cl)c1, C1COCCO1, NCc1cccnc1. As a reaction SMILES: [Br:21][Br:22].[C:23]([Cl:24])([Cl:25])([Cl:26])[Cl:27].[CH2:1]([CH2:2][CH2:3][CH2:4][CH2:5][CH3:6])[c:7]1[cH:8][c:9]2[c:14]([cH:15][cH:16]1)[C:13]([CH3:17])([CH3:18])[CH2:12][CH2:11][C:10]2([CH3:19])[CH3:20].[Fe:28]>>[CH2:1]([CH2:2][CH2:3][CH2:4][CH2:5][CH3:6])[c:7]1[cH:8][c:9]2[c:14]([cH:15][c:16]1[Br:21])[C:13]([CH3:17])([CH3:18])[CH2:12][CH2:11][C:10]2([CH3:19])[CH3:20]. The product is CCCCCCc1cc2c(cc1Br)C(C)(C)CCC2(C)C. Reactants: BrBr, ClC(Cl)(Cl)Cl, CCCCCCc1ccc2c(c1)C(C)(C)CCC2(C)C, [Fe]. Product: Br.C(C)C1(CCC[N+]=2CCC3=C(C12)NC1=CC=C(C=C13)Br)CCC(=O)OC (1-ethyl-1-(2'-methoxycarbonylethyl)-9-bromo-1,2,3,4,6,7-hexahydro-12H-indolo[2,3-a]quinolizin-5-ium hydrobromide). As a reaction SMILES: Cl([O-])(=O)(=O)=O.[CH2:6]([C:8]1([CH2:25][CH2:26][C:27]([O:29][CH3:30])=[O:28])[C:17]2[C:16]3[NH:18][C:19]4[C:24]([C:15]=3[CH2:14][CH2:13][N+:12]=2[CH2:11][CH2:10][CH2:9]1)=[CH:23][CH:22]=[CH:21][CH:20]=4)[CH3:7].N.[Br:32]Br>ClCCl>[BrH:32].[CH2:6]([C:8]1([CH2:25][CH2:26][C:27]([O:29][CH3:30])=[O:28])[C:17]2[C:16]3[NH:18][C:19]4[C:24]([C:15]=3[CH2:14][CH2:13][N+:12]=2[CH2:11][CH2:10][CH2:9]1)=[CH:23][C:22]([Br:32])=[CH:21][CH:20]=4)[CH3:7] |f:0.1,5.6|. Solvent: ClCCl (dichloromethane). The reactants are Cl(=O)(=O)(=O)[O-].C(C)C1(CCC[N+]=2CCC3=C(C12)NC1=CC=CC=C13)CCC(=O)OC (1-ethyl-1-(2'-methoxycarbonylethyl)-1,2,3,4,6,7-hexahydro-12H-indolo[2,3-a]quinolizin-5-ium perchlorate), N (ammonia), BrBr (bromine). Procedure details: 4.39 g. (10 mmoles) of 1-ethyl-1-(2'-methoxycarbonylethyl)-1,2,3,4,6,7-hexahydro-12H-indolo[2,3-a]quinolizin-5-ium perchlorate are shaken with a mixture of 5 ml. of 10% aqueous ammonia and 50 ml. of dichloromethane. The phases are separated, the organic phase is dried over 10 g. of solid anhydrous sodium sulfate and filtered. The filtrate is admixed with 50 ml. of glacial acetic acid, and dichloromethane is distilled off in vacuo. 0.67 ml. (13 mmoles, 2.08 g.) of elemental bromine are added drop... Reaction conditions: time 3 hour. Isolated yield 90.0%. The reactants are Cl (HCl), CCN(C(C)C)C(C)C (DIPEA), CCN=C=NCCCN(C)C.Cl (EDC-HCl), C(=O)(OCC1=CC=CC=C1)N[C@@H](C)C(=O)O (CBZ-L-Alanine), HOBT hydrate, Cl.CNOC (N,O-dimethylhydroxylamine hydrochloride). Run in C1CCOC1 (THF). Reaction conditions: temperature 5 celsius, time 8 hour. Product: CON(C([C@H](C)NC(OCC1=CC=CC=C1)=O)=O)C (benzyl {(1S)-2-[methoxy(methyl)amino]-1-methyl-2-oxoethyl}carbamate). As a reaction SMILES: [C:1]([NH:11][C@H:12]([C:14]([OH:16])=O)[CH3:13])([O:3][CH2:4][C:5]1[CH:10]=[CH:9][CH:8]=[CH:7][CH:6]=1)=[O:2].Cl.[CH3:18][NH:19][O:20][CH3:21].CCN(C(C)C)C(C)C.CCN=C=NCCCN(C)C.Cl.Cl>C1COCC1>[CH3:21][O:20][N:19]([CH3:18])[C:14](=[O:16])[C@@H:12]([NH:11][C:1](=[O:2])[O:3][CH2:4][C:5]1[CH:6]=[CH:7][CH:8]=[CH:9][CH:10]=1)[CH3:13] |f:1.2,4.5|. Procedure details: CBZ-L-Alanine (6.5 kg, 28.5 mol), HOBT-hydrate (4.8 kg, 34.8 mol), N,O-dimethylhydroxylamine hydrochloride (3.4 kg, 36.2 mol) and THF (32 L) are charged to a clean flask under nitrogen. The mixture is cooled to 0-10° C. and then DIPEA (12.4 L) is slowly added at a temperature less than 20° C. EDC-HCl (7 Kg, 36.2 mol) is then added slowly with slight cooling at 15-25° C. The slurry is aged overnight at 20-25° C. The mixture is then cooled to 0-10° C. and 3 N HCl (13 L) is added slowly. Then IPAC ... The reactants are Cl.FC1=C(C=CC=C1)C(CC1=NC2=C(N1)CCCC2)=O (1-(2-Fluorophenyl)-2-(4,5,6,7-tetrahydro-1H-benzimidazol-2-yl)ethanone hydrochloride), C[O-].[Na+] (sodium methylate), C(C#C)(=O)OC (methyl propiolate). The product is FC1=C(C(=O)C=2C=CC(N3C2NC2=C3CCCC2)=O)C=CC=C1 (4-(2-Fluorobenzoyl)-6,7,8,9-tetrahydropyrido[1,2-a]benzimidazol-1(5H)-one). RXN SMILES: Cl.[F:2][C:3]1[CH:8]=[CH:7][CH:6]=[CH:5][C:4]=1[C:9](=[O:20])[CH2:10][C:11]1[NH:15][C:14]2[CH2:16][CH2:17][CH2:18][CH2:19][C:13]=2[N:12]=1.C[O-].[Na+].[C:24](OC)(=[O:27])[C:25]#[CH:26]>>[F:2][C:3]1[CH:8]=[CH:7][CH:6]=[CH:5][C:4]=1[C:9]([C:10]1[CH:26]=[CH:25][C:24](=[O:27])[N:15]2[C:14]3[CH2:16][CH2:17][CH2:18][CH2:19][C:13]=3[NH:12][C:11]=12)=[O:20] |f:0.1,2.3|. Procedure details: The compound is prepared as described in example 20 with 200 mg (0.54 mmol) of 1-(2-Fluorophenyl)-2-(4,5,6,7-tetrahydro-1H-benzimidazol-2-yl)ethanone hydrochloride (example XXXXVII, 58.6 mg (1.08 mmol) of sodium methylate and 45.6 mg (0.54 mmol) methyl propiolate. Reactants: COc1ncc(C)nc1N, O=S(=O)(Cl)c1cccc(Cl)c1Cl, c1ccncc1. Product: COc1ncc(C)nc1NS(=O)(=O)c1cccc(Cl)c1Cl. Reaction SMILES: [CH3:1][O:2][c:3]1[c:4]([NH2:10])[n:5][c:6]([CH3:9])[cH:7][n:8]1.[Cl:11][c:12]1[c:13]([S:19](=[O:20])(=[O:21])[Cl:22])[cH:14][cH:15][cH:16][c:17]1[Cl:18].[cH:23]1[cH:24][cH:25][n:26][cH:27][cH:28]1>>[CH3:1][O:2][c:3]1[c:4]([NH:10][S:19]([c:13]2[c:12]([Cl:11])[c:17]([Cl:18])[cH:16][cH:15][cH:14]2)(=[O:20])=[O:21])[n:5][c:6]([CH3:9])[cH:7][n:8]1.